From a dataset of the Open Reaction Database (ORD), a public repository of structured organic reaction records. describe an organic reaction: reactants, conditions, products, and yield Starting materials: FC(S(=O)(=O)OC=1CCN(CC1)C(=O)OC(C)(C)C)(F)F (tert-butyl 1,2,3,6-tetrahydro-4-[(trifluoromethyl)sulfonyloxy]pyridine-1-carboxylate), C(=O)(O)C1=CC=C(C=C1)B(O)O (4-carboxybenzeneboronic acid), C([O-])([O-])=O.[Na+].[Na+] (sodium carbonate), [Cl-].[Li+] (lithium chloride). Reagents/catalysts: C=1C=CC(=CC1)[P](C=2C=CC=CC2)(C=3C=CC=CC3)[Pd]([P](C=4C=CC=CC4)(C=5C=CC=CC5)C=6C=CC=CC6)([P](C=7C=CC=CC7)(C=8C=CC=CC8)C=9C=CC=CC9)[P](C=1C=CC=CC1)(C=1C=CC=CC1)C=1C=CC=CC1 (tetrakis(triphenylphosphine)palladium). Solvent: C(Cl)Cl (CH2Cl2), CCOCC (ether). Product: C(=O)(O)C1=CC=C(C=C1)C=1CCN(CC1)C(=O)OC(C)(C)C (tert-Butyl 4-(4-Carboxyphenyl)-3,6-dihydro-2H-pyridine-1-carboxylate). The yield is 11.3%. Reaction SMILES: FC(F)(F)S(O[C:7]1[CH2:8][CH2:9][N:10]([C:13]([O:15][C:16]([CH3:19])([CH3:18])[CH3:17])=[O:14])[CH2:11][CH:12]=1)(=O)=O.[C:22]([C:25]1[CH:30]=[CH:29][C:28](B(O)O)=[CH:27][CH:26]=1)([OH:24])=[O:23].C(=O)([O-])[O-].[Na+].[Na+].[Cl-].[Li+]>C1C=CC([P]([Pd]([P](C2C=CC=CC=2)(C2C=CC=CC=2)C2C=CC=CC=2)([P](C2C=CC=CC=2)(C2C=CC=CC=2)C2C=CC=CC=2)[P](C2C=CC=CC=2)(C2C=CC=CC=2)C2C=CC=CC=2)(C2C=CC=CC=2)C2C=CC=CC=2)=CC=1.C(Cl)Cl.CCOCC>[C:22]([C:25]1[CH:30]=[CH:29][C:28]([C:7]2[CH2:8][CH2:9][N:10]([C:13]([O:15][C:16]([CH3:19])([CH3:18])[CH3:17])=[O:14])[CH2:11][CH:12]=2)=[CH:27][CH:26]=1)([OH:24])=[O:23] |f:2.3.4,5.6,^1:45,47,66,85|. Procedure: To a solution of tert-butyl 1,2,3,6-tetrahydro-4-[(trifluoromethyl)sulfonyloxy]pyridine-1-carboxylate (2.63 g, 7.9 mmol, reference example 76) in dimethdxyethane (21 mL) is added 4-carboxybenzeneboronic acid (1.44 g, 8.7 mmol), 2M aqueous sodium carbonate (17.4 mL) and lithium chloride (0.99 g, 24 mmol). The mixture is degassed and then tetrakis(triphenylphosphine)palladium (450 mg, 0.4 mmol) added, the reaction is degassed again and then heated at reflux 6 h. The reaction is filtered and the so...